This data is from the Open Reaction Database (ORD), a public repository of structured organic reaction records. The task is: describe an organic reaction: reactants, conditions, products, and yield The reactants are BrC=1C=C2C=NNC2=CC1F (5-bromo-6-fluoro-1H-indazole), CC(C)(C)[O-].[K+] (potassium 2-methylpropan-2-olate), CI (CH3I). Solvent: CN(C)C=O (DMF). Run at time 40 minute. Product: BrC=1C=C2C=NN(C2=CC1F)C (5-bromo-6-fluoro-1-methyl-1H-indazole). The yield is 43.7%. As a reaction SMILES: [Br:1][C:2]1[CH:3]=[C:4]2[C:8](=[CH:9][C:10]=1[F:11])[NH:7][N:6]=[CH:5]2.[CH3:12]C([O-])(C)C.[K+].CI>CN(C=O)C>[Br:1][C:2]1[CH:3]=[C:4]2[C:8](=[CH:9][C:10]=1[F:11])[N:7]([CH3:12])[N:6]=[CH:5]2 |f:1.2|. Procedure: To a solution of 5-bromo-6-fluoro-1H-indazole (4 g, 18.60 mmol) in DMF (20 ml) was added potassium 2-methylpropan-2-olate (2.087 g, 18.60 mmol). The resulting mixture was stirred for 40 min. CH3I (3.17 g, 22.32 mmol) was added dropwise. After stirring overnight, the reaction mixture was quenched with NH4Cl(aq), extracted with EtOAc, washed with NH4Cl(aq), dried over Na2SO4, filtered and concentrated in vacuo to give crude product. The crude product was purified with silica gel column chromatogra... Starting materials: FC1=C(C=C(C#N)C=C1)C(F)(F)F (4-fluoro-3-(trifluoromethyl)benzonitrile), CC(C)O (i-PrOH), [H-].[Na+] (NaH). Solvent: O1CCCC1 (tetrahydrofuran). Conditions: temperature -10 celsius, time 6 hour. The product is crude product, CC(C)OC1=C(C=C(C#N)C=C1)C(F)(F)F (4-[(1-methylethyl)oxy]-3-(trifluoromethyl)benzonitrile). Reaction SMILES: F[C:2]1[CH:9]=[CH:8][C:5]([C:6]#[N:7])=[CH:4][C:3]=1[C:10]([F:13])([F:12])[F:11].[CH3:14][CH:15]([OH:17])[CH3:16].[H-].[Na+]>O1CCCC1>[CH3:14][CH:15]([O:17][C:2]1[CH:9]=[CH:8][C:5]([C:6]#[N:7])=[CH:4][C:3]=1[C:10]([F:13])([F:12])[F:11])[CH3:16] |f:2.3|. Reported procedure: To a solution of 4-fluoro-3-(trifluoromethyl)benzonitrile (10 g), i-PrOH (8.15 mL) in tetrahydrofuran (THF) (90 mL) stirred under nitrogen at −10° C. was added solid NaH (3.46 g) portionwise during 30 min. The reaction mixture was stirred at −10° C. for 6 h. The reaction mixture was quenched with water, partitioned between ether (100 mL) and water (50 mL). The organic phase was dried over magnesium sulphate and evaporated in vacuo to give the crude product 4-[(1-methylethyl)oxy]-3-(trifluorometh... As a reaction SMILES: [CH3:19][CH2:20][O:21][C:22](=[O:23])[CH3:24].[CH3:25][N:26]([CH3:27])[CH:28]=[O:29].[CH3:8][CH2:9][c:10]1[c:11]([N:16]=[C:17]=[S:18])[cH:12][cH:13][cH:14][cH:15]1.[NH2:1][c:2]1[cH:3][cH:4][cH:5][cH:6][cH:7]1>>[NH:1]([c:2]1[cH:3][cH:4][cH:5][cH:6][cH:7]1)[C:17]([NH:16][c:11]1[c:10]([CH2:9][CH3:8])[cH:15][cH:14][cH:13][cH:12]1)=[S:18]. Yields the product CCc1ccccc1NC(=S)Nc1ccccc1. The reactants are CCOC(C)=O, CN(C)C=O, CCc1ccccc1N=C=S, Nc1ccccc1. Starting materials: CCOC(C)=O, CN(C)C=O, [Na], CC(C)(C)OC(=O)N1CCC2(CC1)CO2, c1c[nH]cn1. The product is CC(C)(C)OC(=O)N1CCC(O)(Cn2ccnc2)CC1. RXN SMILES: [CH3:22][CH2:23][O:24][C:25](=[O:26])[CH3:27].[CH3:28][N:29]([CH3:30])[CH:31]=[O:32].[Na:21].[O:1]1[CH2:2][C:3]12[CH2:4][CH2:5][N:6]([C:9](=[O:10])[O:11][C:12]([CH3:13])([CH3:14])[CH3:15])[CH2:7][CH2:8]2.[nH:16]1[cH:17][n:18][cH:19][cH:20]1>>[OH:1][C:3]1([CH2:2][n:16]2[cH:17][n:18][cH:19][cH:20]2)[CH2:4][CH2:5][N:6]([C:9](=[O:10])[O:11][C:12]([CH3:13])([CH3:14])[CH3:15])[CH2:7][CH2:8]1. The reactants are C(C1=CC=CC=C1)OC1=C2N(C(=NC1=O)CC1(CCCC1)C1=CC=CC=C1)CCN(C2=O)C2CC2 (9-benzyloxy-2-cyclopropyl-6-(1-phenyl-cyclopentylmethyl)-3,4-dihydro-2H-pyrazino[1,2-c]pyrimidine-1,8-dione), C1(CCCC1)N(C(=O)C1=NC(=NC(=C1OCC1=CC=CC=C1)O)CC1(CCCC1)C1=CC=CC=C1)CCO (5-benzyloxy-6-hydroxy-2-(1-phenyl-cyclopentylmethyl)-pyrimidine-4-carboxylic acid cyclopentyl-(2-hydroxyethyl)-amide). Yields the product C(C1=CC=CC=C1)OC1=C2N(C(=NC1=O)CC1(CCCC1)C1=CC=CC=C1)CCN(C2=O)C2CCCC2 (9-Benzyloxy-2-cyclopentyl-6-(1-phenyl-cyclopentylmethyl)-3,4-dihydro-2H-pyrazino[1,2-c]pyrimidine-1,8-dione). Isolated yield 47.3%. Reaction SMILES: C(OC1C(=O)N=C(CC2(C3C=CC=CC=3)CCCC2)N2CCN(C3CC3)C(=O)C=12)C1C=CC=CC=1.[CH:36]1([N:41]([CH2:71][CH2:72]O)[C:42]([C:44]2[C:49]([O:50][CH2:51][C:52]3[CH:57]=[CH:56][CH:55]=[CH:54][CH:53]=3)=[C:48]([OH:58])[N:47]=[C:46]([CH2:59][C:60]3([C:65]4[CH:70]=[CH:69][CH:68]=[CH:67][CH:66]=4)[CH2:64][CH2:63][CH2:62][CH2:61]3)[N:45]=2)=[O:43])[CH2:40][CH2:39][CH2:38][CH2:37]1>>[CH2:51]([O:50][C:49]1[C:48](=[O:58])[N:47]=[C:46]([CH2:59][C:60]2([C:65]3[CH:70]=[CH:69][CH:68]=[CH:67][CH:66]=3)[CH2:64][CH2:63][CH2:62][CH2:61]2)[N:45]2[CH2:72][CH2:71][N:41]([CH:36]3[CH2:40][CH2:39][CH2:38][CH2:37]3)[C:42](=[O:43])[C:44]=12)[C:52]1[CH:53]=[CH:54][CH:55]=[CH:56][CH:57]=1. Reported procedure: This compound was prepared following the same method as described for 9-benzyloxy-2-cyclopropyl-6-(1-phenyl-cyclopentylmethyl)-3,4-dihydro-2H-pyrazino[1,2-c]pyrimidine-1,8-dione (286) from 5-benzyloxy-6-hydroxy-2-(1-phenyl-cyclopentylmethyl)-pyrimidine-4-carboxylic acid cyclopentyl-(2-hydroxyethyl)-amide (289) (175 mg, 0.34 mmol). The product was obtained as an off-white sticky solid (80 mg, 47.31%). Reactants: O(C1=CC=CC=C1)CCCNC1=CC=C(C(=O)OCC)C=C1 (ethyl p-[(3-phenoxypropyl)-amino]benzoate), [OH-].[K+] (potassium hydroxide), C(C)O.O (ethanol water), Cl (hydrochloric acid). Solvent: O (water). The product is O(C1=CC=CC=C1)CCCNC1=CC=C(C(=O)O)C=C1 (p-[(3-Phenoxypropyl)amino]benzoic acid). As a reaction SMILES: [O:1]([CH2:8][CH2:9][CH2:10][NH:11][C:12]1[CH:22]=[CH:21][C:15]([C:16]([O:18]CC)=[O:17])=[CH:14][CH:13]=1)[C:2]1[CH:7]=[CH:6][CH:5]=[CH:4][CH:3]=1.[OH-].[K+].C(O)C.O.Cl>O>[O:1]([CH2:8][CH2:9][CH2:10][NH:11][C:12]1[CH:13]=[CH:14][C:15]([C:16]([OH:18])=[O:17])=[CH:21][CH:22]=1)[C:2]1[CH:3]=[CH:4][CH:5]=[CH:6][CH:7]=1 |f:1.2,3.4|. Procedure: A mixture of 15 g of ethyl p-[(3-phenoxypropyl)-amino]benzoate, 15 g of potassium hydroxide and 150 ml of ethanol-water (9:1) is refluxed for 3.5 hours. The mixture is acidified while hot with concentrated hydrochloric acid, diluted with water, chilled and filtered to give yellow crystals, mp 159°-162° C. Recrystallization from ethanol gives pale yellow crystals, mp 161°-163° C. As a reaction SMILES: C(N(C(C)C)C(C)C)C.C(N1CCCO[CH:19]([CH2:24][NH:25][C:26]2[CH:31]=[CH:30][CH:29]=[CH:28][CH:27]=2)[CH2:18]1)C1C=CC=CC=1.C(Cl)(=[O:35])CC.[OH-].[Na+]>C(Cl)Cl>[C:26]1([NH:25][C:24](=[O:35])[CH2:19][CH3:18])[CH:31]=[CH:30][CH:29]=[CH:28][CH:27]=1 |f:3.4|. The reactants are [OH-].[Na+] (NaOH), C(C)N(C(C)C)C(C)C (iPr2EtN), C(C1=CC=CC=C1)N1CC(OCCC1)CNC1=CC=CC=C1 ((4-Benzyl-1,4-oxazepan-2-ylmethyl)-phenyl Amine), C(CC)(=O)Cl (propionyl chloride). Run in C(Cl)Cl (CH2Cl2), C(Cl)Cl (CH2Cl2). Run at temperature 0 celsius, time 8 hour. The product is C1(=CC=CC=C1)NC(CC)=O (N-phenylpropionamide). Reported procedure: iPr2EtN (4.72 mL, 27.1 mmol) was added to a solution of (4-benzyl-1,4-oxazepan-2-ylmethyl)phenyl amine (80) (27.1 mmol) in CH2Cl2. The solution was cooled to 0° C. in an ice bath, then propionyl chloride (5.17 mL, 59.6 mmol) was added dropwise. The reaction was allowed to warm slowly to room temperature, with stirring, overnight. CH2Cl2 and 10% aqueous NaOH was added. The organic layer was removed and the aqueous layer extracted with CH2Cl2 (2×). The organic extracts were dried with sodium sulfa...